This data is from the Open Reaction Database (ORD), a public repository of structured organic reaction records. The task is: describe an organic reaction: reactants, conditions, products, and yield Reactants: CC1=CC=C(C=C1)S(=O)(=O)N1C(N2CC(N(C=3C=CC=C1C23)C)=O)=O (1-[(4-methylphenyl)sulfonyl]-6-methyl-4H-imidazo[1,5,4-de]quinoxaline-2,5(1H,6H)-dione), O (H2O). Solvent: OS(=O)(=O)O (H2SO4). The product is CN1C(CN2C=3C(=CC=CC13)NC2=O)=O (6-Methyl-4H-imidazo[1,5,4-de]quinoxaline-2,5(1H,6H)-dione). RXN SMILES: CC1C=CC(S([N:11]2[C:21]3[C:22]4[N:13]([CH2:14][C:15](=[O:24])[N:16]([CH3:23])[C:17]=4[CH:18]=[CH:19][CH:20]=3)[C:12]2=[O:25])(=O)=O)=CC=1.O>OS(O)(=O)=O>[CH3:23][N:16]1[C:17]2[CH:18]=[CH:19][CH:20]=[C:21]3[NH:11][C:12](=[O:25])[N:13]([C:22]=23)[CH2:14][C:15]1=[O:24]. Procedure details: A solution of 1-[(4-methylphenyl)sulfonyl]-6-methyl-4H-imidazo[1,5,4-de]quinoxaline-2,5(1H,6H)-dione (600 mg, 1.68 mmol) in conc. H2SO4 (3 mL) was heated at 50° C. for 30 min, then poured into H2O at 0° C. (25 mL). The resulting precipitate was isolated by filtration, washed with H2O, and dried in vacuo to give the title compound. MS: m/z=204 (M+1). Reactants: CN1N=C(C=C1C1=CC=C(S1)NC(=O)OC(C)(C)C)C(F)(F)F (tert-butyl 5-(1-methyl-3-trifluoromethyl-1H-pyrazol-5-yl)thiophene-2-carbamate), FC(C(=O)O)(F)F (trifluoroacetic acid), ClCCl (dichloromethane). Conditions: time 2 day. Yields the product Cl.NC1=CC=C(S1)C1=CC(=NN1C)C(F)(F)F (5-(5-amino-2-thienyl)-1-methyl-3-trifluoromethyl-1H-pyrazole hydrochloride). RXN SMILES: [CH3:1][N:2]1[C:6]([C:7]2[S:11][C:10]([NH:12]C(OC(C)(C)C)=O)=[CH:9][CH:8]=2)=[CH:5][C:4]([C:20]([F:23])([F:22])[F:21])=[N:3]1.FC(F)(F)C(O)=O.[Cl:31]CCl>>[ClH:31].[NH2:12][C:10]1[S:11][C:7]([C:6]2[N:2]([CH3:1])[N:3]=[C:4]([C:20]([F:23])([F:22])[F:21])[CH:5]=2)=[CH:8][CH:9]=1 |f:3.4|. Procedure details: A mixture of tert-butyl 5-(1-methyl-3-trifluoromethyl-1H-pyrazol-5-yl)thiophene-2-carbamate, trifluoroacetic acid and dichloromethane was stirred at room temperature for 2 days and then subjected to purification and salt formation in the usual way to give 5-(5-amino-2-thienyl)-1-methyl-3-trifluoromethyl-1H-pyrazole hydrochloride as light yellow powder crystals. The reactants are C(C=C)OC(=O)N[C@@H](CC(C)C)C(=O)O (N-(allyloxycarbonyl)leucine), Cl (HCl), C([O-])(O)=O.[Na+] (sodium bicarbonate). Solvent: CO (CH3OH). Yields the product COC([C@@H](NC(=O)OCC=C)CC(C)C)=O (N-(allyloxycarbonyl)leucine methyl ester). Reaction SMILES: [CH2:1]([O:4][C:5]([NH:7][C@H:8]([C:13]([OH:15])=[O:14])[CH2:9][CH:10]([CH3:12])[CH3:11])=[O:6])[CH:2]=[CH2:3].Cl.[C:17](=O)(O)[O-].[Na+]>CO>[CH3:17][O:14][C:13](=[O:15])[C@H:8]([CH2:9][CH:10]([CH3:11])[CH3:12])[NH:7][C:5]([O:4][CH2:1][CH:2]=[CH2:3])=[O:6] |f:2.3|. Procedure: A solution of 0.06 mol of N-(allyloxycarbonyl)leucine, prepared as described by F. Guibe, O. Dangles, and G. Balavione in Tetrahedron Letters, 1986, 27, 2365-2368, and 0.066 mol of HCl in 100 mL of CH3OH is stirred at reflux for 8 hours. The solution is then cooled and treated with 0.066 mol of sodium bicarbonate. The solvent is removed by rotary evaporator, and the residue is dissolved in diethyl ether, filtered, dried over MgSO4, and filtered. The solvent is removed by rotary evaporator to giv... Starting materials: [OH-].[Na+] (Sodium hydroxide), C(C)OC(=O)C1=CC2=C(N=C(S2)NC(=O)N(CC2=CC=C(C=C2)C(NC=2N=NNN2)=O)C2=CC=C(C=C2)C2CCCCC2)C=C1 (2-{3-(4-Cyclohexylphenyl)-3-[4-(2H-tetrazol-5-ylcarbamoyl)benzyl]ureido}benzothiazole-6-carboxylic acid ethyl ester), Cl (Hydrochloric acid). The solvent is C(C)O (ethanol). Reaction conditions: time 16 hour. Yields the product C1(CCCCC1)C1=CC=C(C=C1)N(C(NC=1SC2=C(N1)C=CC(=C2)C(=O)O)=O)CC2=CC=C(C=C2)C(NC=2N=NNN2)=O (2-{3-(4-Cyclohexylphenyl)-3-[4-(2H-tetrazol-5-ylcarbamoyl)benzyl]ureido}benzothiazole-6-carboxylic acid). RXN SMILES: C([O:3][C:4]([C:6]1[CH:45]=[CH:44][C:9]2[N:10]=[C:11]([NH:13][C:14]([N:16]([C:32]3[CH:37]=[CH:36][C:35]([CH:38]4[CH2:43][CH2:42][CH2:41][CH2:40][CH2:39]4)=[CH:34][CH:33]=3)[CH2:17][C:18]3[CH:23]=[CH:22][C:21]([C:24](=[O:31])[NH:25][C:26]4[N:27]=[N:28][NH:29][N:30]=4)=[CH:20][CH:19]=3)=[O:15])[S:12][C:8]=2[CH:7]=1)=[O:5])C.[OH-].[Na+].Cl>C(O)C>[CH:38]1([C:35]2[CH:34]=[CH:33][C:32]([N:16]([CH2:17][C:18]3[CH:19]=[CH:20][C:21]([C:24](=[O:31])[NH:25][C:26]4[N:27]=[N:28][NH:29][N:30]=4)=[CH:22][CH:23]=3)[C:14](=[O:15])[NH:13][C:11]3[S:12][C:8]4[CH:7]=[C:6]([C:4]([OH:5])=[O:3])[CH:45]=[CH:44][C:9]=4[N:10]=3)=[CH:37][CH:36]=2)[CH2:43][CH2:42][CH2:41][CH2:40][CH2:39]1 |f:1.2|. Reported procedure: 2-{3-(4-Cyclohexylphenyl)-3-[4-(2H-tetrazol-5-ylcarbamoyl)benzyl]ureido}benzothiazole-6-carboxylic acid ethyl ester (16 mg, 0.025 mmol) was dissolved in ethanol (4 mL). Sodium hydroxide (1 mL, 4 N) was added and the reaction mixture was left at room temperature for 16 hours. Hydrochloric acid (4 mL, 1 N) was added, and the resulting precipitate was subsequently collected by filtration to afford the title compound.